From a dataset of the Open Reaction Database (ORD), a public repository of structured organic reaction records. describe an organic reaction: reactants, conditions, products, and yield The reactants are COc1cc(N(C)C)c(Cl)cc1C(=O)O, NCC1CN(CCCOc2ccc(Cl)cc2)CCO1. Yields the product COc1cc(N(C)C)c(Cl)cc1C(=O)NCC1CN(CCCOc2ccc(Cl)cc2)CCO1. Reaction SMILES: [Cl:20][c:21]1[c:22]([N:32]([CH3:33])[CH3:34])[cH:23][c:24]([O:30][CH3:31])[c:25]([C:26](=[O:27])[OH:28])[cH:29]1.[NH2:1][CH2:2][CH:3]1[O:4][CH2:5][CH2:6][N:7]([CH2:9][CH2:10][CH2:11][O:12][c:13]2[cH:14][cH:15][c:16]([Cl:19])[cH:17][cH:18]2)[CH2:8]1>>[NH:1]([CH2:2][CH:3]1[O:4][CH2:5][CH2:6][N:7]([CH2:9][CH2:10][CH2:11][O:12][c:13]2[cH:14][cH:15][c:16]([Cl:19])[cH:17][cH:18]2)[CH2:8]1)[C:26]([c:25]1[c:24]([O:30][CH3:31])[cH:23][c:22]([N:32]([CH3:33])[CH3:34])[c:21]([Cl:20])[cH:29]1)=[O:27]. The reactants are C(C)(=O)N1[C@H](CC(C2=CC(=CC=C12)C(=O)OCC)=O)C (ethyl (2S)-1-acetyl-4-oxo-2-methyl-1,2,3,4-tetrahydroquinoline-6-carboxylate), O1CCN(CC1)C=1C=C(N)C=CC1 (3-morpholinoaniline), ester. The product is C(C)(=O)N1[C@H](C[C@H](C2=CC(=CC=C12)C(=O)O)NC1=CC(=CC=C1)N1CCOCC1)C ((2S,4R)-1-acetyl-2-methyl-4-[(3-morpholinophenyl)amino]-1,2,3,4-tetrahydroquinoline-6-carboxylic acid). Isolated yield 32.0%. As a reaction SMILES: [C:1]([N:4]1[C:13]2[C:8](=[CH:9][C:10]([C:14]([O:16]CC)=[O:15])=[CH:11][CH:12]=2)[C:7](=O)[CH2:6][C@@H:5]1[CH3:20])(=[O:3])[CH3:2].[O:21]1[CH2:26][CH2:25][N:24]([C:27]2[CH:28]=[C:29]([CH:31]=[CH:32][CH:33]=2)[NH2:30])[CH2:23][CH2:22]1>>[C:1]([N:4]1[C:13]2[C:8](=[CH:9][C:10]([C:14]([OH:16])=[O:15])=[CH:11][CH:12]=2)[C@H:7]([NH:30][C:29]2[CH:31]=[CH:32][CH:33]=[C:27]([N:24]3[CH2:25][CH2:26][O:21][CH2:22][CH2:23]3)[CH:28]=2)[CH2:6][C@@H:5]1[CH3:20])(=[O:3])[CH3:2]. Procedure: Reactions and treatments were carried out in the same manner as in Example 2, using ethyl (2S)-1-acetyl-4-oxo-2-methyl-1,2,3,4-tetrahydroquinoline-6-carboxylate and 3-morpholinoaniline, and subsequently, hydrolysis of the ester was carried out by a known method. Thus, 70 mg (32%) of the title compound was obtained as a light orange-colored powder. The reactants are CC1(OCCO1)C1=CC=C(O1)CN1N=CC(=C1)N (1-[5-(2-methyl-[1,3]dioxolan-2-yl)-furan-2-ylmethyl]-1H-pyrazol-4-ylamine), C(C)C=1OC(=C(N1)C(=O)O)C1=CC=CC=C1 (2-ethyl-5-phenyl-oxazole-4-carboxylic acid). Yields the product C(C)(=O)C1=CC=C(O1)CN1N=CC(=C1)NC(=O)C=1N=C(OC1C1=CC=CC=C1)CC (2-Ethyl-5-phenyl-oxazole-4-carboxylic acid [1-(5-acetyl-furan-2-ylmethyl)-1H-pyrazol-4-yl]-amide). As a reaction SMILES: [CH3:1][C:2]1([C:7]2[O:11][C:10]([CH2:12][N:13]3[CH:17]=[C:16]([NH2:18])[CH:15]=[N:14]3)=[CH:9][CH:8]=2)[O:6]CCO1.[CH2:19]([C:21]1[O:22][C:23]([C:29]2[CH:34]=[CH:33][CH:32]=[CH:31][CH:30]=2)=[C:24]([C:26](O)=[O:27])[N:25]=1)[CH3:20]>>[C:2]([C:7]1[O:11][C:10]([CH2:12][N:13]2[CH:17]=[C:16]([NH:18][C:26]([C:24]3[N:25]=[C:21]([CH2:19][CH3:20])[O:22][C:23]=3[C:29]3[CH:30]=[CH:31][CH:32]=[CH:33][CH:34]=3)=[O:27])[CH:15]=[N:14]2)=[CH:9][CH:8]=1)(=[O:6])[CH3:1]. Procedure details: Following general procedure B followed by either C or D, starting from 1-[5-(2-methyl-[1,3]dioxolan-2-yl)-furan-2-ylmethyl]-1H-pyrazol-4-ylamine and 2-ethyl-5-phenyl-oxazole-4-carboxylic acid. LC-MS-conditions 01: tR=0.97 min; [M+H]+=405.16. Reactants: [BH4-].[Na+] (sodium borohydride), C(C)(C)(C)C=1C=CC(=C(C1)OS(=O)(=O)C(F)(F)F)C=O (trifluoro-methanesulfonic acid 5-tert-butyl-2-formyl-phenyl ester), C(C)(C)(C)C1=CC(=C(C=O)C=C1)O (4-tert-butyl-2-hydroxy-benzaldehyde), C(C)(C)(C)C=1C=CC(=C(C1)OS(=O)(=O)C(F)(F)F)C=O (Trifluoro-methanesulfonic acid 5-tert-butyl-2-formyl-phenyl ester). Run in CO (methanol), O (water). Conditions: time 1 hour. The product is C(C)(C)(C)C=1C=CC(=C(C1)O)CO (5-tert-Butyl-2-hydroxymethyl-phenol). Reaction SMILES: [C:1]([C:5]1[CH:6]=[CH:7][C:8]([CH:19]=[O:20])=[C:9]([O:11]S(C(F)(F)F)(=O)=O)[CH:10]=1)([CH3:4])([CH3:3])[CH3:2].C(C1C=CC(C=O)=C(O)C=1)(C)(C)C.[BH4-].[Na+]>CO.O>[C:1]([C:5]1[CH:6]=[CH:7][C:8]([CH2:19][OH:20])=[C:9]([OH:11])[CH:10]=1)([CH3:4])([CH3:2])[CH3:3] |f:2.3|. Reported procedure: A stirred, cooled (ice-bath) solution of a 1:1 mixture of trifluoro-methanesulfonic acid 5-tert-butyl-2-formyl-phenyl ester and 4-tert-butyl-2-hydroxy-benzaldehyde (Intermediate 105, 0.47 g) in methanol (8 mL) was treated with sodium borohydride (0.1 g, 2.64 mmol). After 1 h, the reaction mixture was diluted with water and extracted with ethyl acetate. The organic phase was washed with water and brine, dried over anhydrous sodium sulfate, filtered and evaporated in vacuo to a residue that was su... The reactants are COC1=CC=C(C(=O)OC)C=C1 (methyl 4-methoxybenzoate), BrC1=CC(=NC=C1)C (4-bromo-2-methylpyridine), C[Si]([N-][Si](C)(C)C)(C)C.[Li+] (Lithium hexamethyldisilazide). The solvent is O1CCCC1 (tetrahydrofuran). Run at time 18 hour. Product: BrC1=CC(=NC=C1)CC(=O)C1=CC=C(C=C1)OC (2-(4-bromopyridin-2-yl)-1-(4-methoxyphenyl)ethanone). Isolated yield 87.5%. Reaction SMILES: [CH3:1][O:2][C:3]1[CH:12]=[CH:11][C:6]([C:7]([O:9]C)=O)=[CH:5][CH:4]=1.[Br:13][C:14]1[CH:19]=[CH:18][N:17]=[C:16]([CH3:20])[CH:15]=1.C[Si](C)(C)[N-][Si](C)(C)C.[Li+]>O1CCCC1>[Br:13][C:14]1[CH:19]=[CH:18][N:17]=[C:16]([CH2:20][C:7]([C:6]2[CH:5]=[CH:4][C:3]([O:2][CH3:1])=[CH:12][CH:11]=2)=[O:9])[CH:15]=1 |f:2.3|. Procedure details: In a 250 mL round-bottomed flask at 0° C. under nitrogen was added methyl 4-methoxybenzoate (Aldrich, 3.32 g, 20.00 mmol) and 4-bromo-2-methylpyridine (Frontier, 1.72 g, 10.00 mmol) in anhydrous tetrahydrofuran (40.0 mL) to give a yellow solution. Lithium hexamethyldisilazide (1 M in tetrahydrofuran, 20 mL, 20 mmol) was added dropwise over 15 minutes via a dropping addition funnel to produce an orange transparent solution that was stirred for 18 hours at ambient temperature. The mixture was part... Reactants: O=C([O-])O, CC(=O)O, CCN(C)c1ccccc1, CO, [Na+], N#C[Na], O. The product is CC(C#N)N(C)c1ccccc1. Reaction SMILES: [C:15](=[O:16])([OH:17])[O-:18].[C:20]([OH:21])(=[O:22])[CH3:23].[CH2:1]([CH3:2])[N:3]([c:4]1[cH:5][cH:6][cH:7][cH:8][cH:9]1)[CH3:10].[CH3:24][OH:25].[Na+:19].[Na:11][C:12]#[N:13].[O:14]>>[CH:1]([CH3:2])([N:3]([c:4]1[cH:5][cH:6][cH:7][cH:8][cH:9]1)[CH3:10])[C:12]#[N:13]. Starting materials: CO, CN(C)C=O, CCOCC, C=[N+]=[N-], CNc1cc(NS(=O)(=O)c2ccc(N)cc2)nc(NC)n1. Product: CNc1cc(N(C)S(=O)(=O)c2ccc(N)cc2)nc(NC)n1. Reaction SMILES: [CH3:25][OH:26].[CH3:27][N:28]([CH3:29])[CH:30]=[O:31].[CH3:32][CH2:33][O:34][CH2:35][CH3:36].[N+:22](=[N-:23])=[CH2:24].[NH2:1][c:2]1[cH:3][cH:4][c:5]([S:8](=[O:9])(=[O:10])[NH:11][c:12]2[n:13][c:14]([NH:20][CH3:21])[n:15][c:16]([NH:18][CH3:19])[cH:17]2)[cH:6][cH:7]1>>[NH2:1][c:2]1[cH:3][cH:4][c:5]([S:8](=[O:9])(=[O:10])[N:11]([c:12]2[n:13][c:14]([NH:20][CH3:21])[n:15][c:16]([NH:18][CH3:19])[cH:17]2)[CH3:24])[cH:6][cH:7]1. Product: CN1C(C=C(C=C1)C=1CCN(CC1)C(=O)OC(C)(C)C)=O (tert-butyl 1′-methyl-2′-oxo-1′,2′,3,6-tetrahydro-4,4′-bipyridine-1(2H)-carboxylate). Reactants: IC1=CC(N(C=C1)C)=O (4-iodo-1-methylpyridin-2(1H)-one), CC1(OB(OC1(C)C)C=1CCN(CC1)C(=O)OC(C)(C)C)C (tert-butyl 4-(4,4,5,5-tetramethyl-1,3,2-dioxaborolan-2-yl)-3,6-dihydropyridine-1(2H)-carboxylate). Procedure: This compound was prepared by using procedures analogous to those described for the synthesis of Example 2 starting from 4-iodo-1-methylpyridin-2(1H)-one and tert-butyl 4-(4,4,5,5-tetramethyl-1,3,2-dioxaborolan-2-yl)-3,6-dihydropyridine-1(2H)-carboxylate (Frontier, Cat. No. P1164). LCMS (M+H)+: m/z=291.1. RXN SMILES: I[C:2]1[CH:7]=[CH:6][N:5]([CH3:8])[C:4](=[O:9])[CH:3]=1.CC1(C)C(C)(C)OB([C:18]2[CH2:19][CH2:20][N:21]([C:24]([O:26][C:27]([CH3:30])([CH3:29])[CH3:28])=[O:25])[CH2:22][CH:23]=2)O1>>[CH3:8][N:5]1[CH:6]=[CH:7][C:2]([C:18]2[CH2:23][CH2:22][N:21]([C:24]([O:26][C:27]([CH3:30])([CH3:29])[CH3:28])=[O:25])[CH2:20][CH:19]=2)=[CH:3][C:4]1=[O:9]. The reactants are NCCCOC=1C=C2C=CC(N(C2=CC1)C)=O (6-(3-Amino-propoxy)-1-methyl-1H-quinolin-2-one), CN(C(C=C)=O)C1=C(C=CC=C1)C (N-methyl-N-o-tolyl-acrylamide). Solvent: C(C)O (ethanol). Run at time 8 hour. Yields the product CN(C(CCNCCCOC=1C=C2C=CC(N(C2=CC1)C)=O)=O)C1=C(C=CC=C1)C (N-Methyl-3-[3-(1-methyl-2-oxo-1,2-dihydro-quinolin-6-yloxy)-propylamino]-N-o-tolyl-propionamide). Isolated yield 50.8%. RXN SMILES: [NH2:1][CH2:2][CH2:3][CH2:4][O:5][C:6]1[CH:7]=[C:8]2[C:13](=[CH:14][CH:15]=1)[N:12]([CH3:16])[C:11](=[O:17])[CH:10]=[CH:9]2.[CH3:18][N:19]([C:24]1[CH:29]=[CH:28][CH:27]=[CH:26][C:25]=1[CH3:30])[C:20](=[O:23])[CH:21]=[CH2:22]>C(O)C>[CH3:18][N:19]([C:24]1[CH:29]=[CH:28][CH:27]=[CH:26][C:25]=1[CH3:30])[C:20](=[O:23])[CH2:21][CH2:22][NH:1][CH2:2][CH2:3][CH2:4][O:5][C:6]1[CH:7]=[C:8]2[C:13](=[CH:14][CH:15]=1)[N:12]([CH3:16])[C:11](=[O:17])[CH:10]=[CH:9]2. Procedure details: 6-(3-Amino-propoxy)-1-methyl-1H-quinolin-2-one(194 mg) was added to an ethanol solution (5 ml) of N-methyl-N-o-tolyl-acrylamide(146 mg). The mixture was stirred at room temperature overnight. The reaction mixture was condensed under reduced pressure. The residue was purified by silica gel column chromatography (dichloromethane: methanol=20:1→10:1). The purified product was condensed under reduced pressure to give the title compound(172.6 mg) as a colorless oil.